This data is from the Open Reaction Database (ORD), a public repository of structured organic reaction records. The task is: describe an organic reaction: reactants, conditions, products, and yield The reactants are O=C([O-])[O-], CC#N, Cn1ccc(NC(=O)c2cc(O)cc(OC(CF)CF)c2)n1, [K+], [K+], O=C(c1cnc(Cl)c(Cl)c1)N1CCC1. Product: Cn1ccc(NC(=O)c2cc(Oc3ncc(C(=O)N4CCC4)cc3Cl)cc(OC(CF)CF)c2)n1. RXN SMILES: [C:37](=[O:38])([O-:39])[O-:40].[CH3:43][C:44]#[N:45].[F:1][CH2:2][CH:3]([CH2:4][F:5])[O:6][c:7]1[cH:8][c:9]([C:10](=[O:11])[NH:12][c:13]2[n:14][n:15]([CH3:18])[cH:16][cH:17]2)[cH:19][c:20]([OH:22])[cH:21]1.[K+:41].[K+:42].[N:23]1([C:27](=[O:28])[c:29]2[cH:30][c:31]([Cl:36])[c:32]([Cl:35])[n:33][cH:34]2)[CH2:24][CH2:25][CH2:26]1>>[F:1][CH2:2][CH:3]([CH2:4][F:5])[O:6][c:7]1[cH:8][c:9]([C:10](=[O:11])[NH:12][c:13]2[n:14][n:15]([CH3:18])[cH:16][cH:17]2)[cH:19][c:20]([O:22][c:32]2[c:31]([Cl:36])[cH:30][c:29]([C:27]([N:23]3[CH2:24][CH2:25][CH2:26]3)=[O:28])[cH:34][n:33]2)[cH:21]1. The reactants are perhaloketones, C (charcoal), FC(C(=O)C(F)(F)F)(F)F (hexafluoroacetone). The reagents and catalysts are [Pd] (palladium). Product: C(C(F)(F)F)(C(F)(F)F)O (1,1,1,3,3,3-hexafluoroisopropyl alcohol). RXN SMILES: C.[F:2][C:3]([F:11])([F:10])[C:4]([C:6]([F:9])([F:8])[F:7])=[O:5]>[Pd]>[CH:4]([OH:5])([C:6]([F:9])([F:8])[F:7])[C:3]([F:11])([F:10])[F:2]. Procedure: French Pat. No. 2,027,172 relates to a process for gas phase hydrogenation of perhaloketones over a palladium-based catalyst deposited on activated charcoal and particularly describes catalytic hydrogenation of hexafluoroacetone (CF3COCF3) to yield 1,1,1,3,3,3-hexafluoroisopropyl alcohol. The yield obtained (75%) and the difficulty of handling the starting material (b.p.: -27.4° C./760 torr) make the process uneconomical. French Pat. No. 2,479,803 carries out a gas phase catalytic hydrogenation ... The reactants are BrC=1N(C(=C(N1)Br)Br)COCC[Si](C)(C)C (2,4,5-tribromo-1-((2-(trimethylsilyl)ethoxy)methyl)-1H-imidazole), FC1=CC=C(C=C1)B(O)O (4-fluorophenyl boronic acid), C(=O)([O-])[O-].[Na+].[Na+] (Na2CO3). Reagents/catalysts: C=1C=CC(=CC1)[P](C=2C=CC=CC2)(C=3C=CC=CC3)[Pd]([P](C=4C=CC=CC4)(C=5C=CC=CC5)C=6C=CC=CC6)([P](C=7C=CC=CC7)(C=8C=CC=CC8)C=9C=CC=CC9)[P](C=1C=CC=CC1)(C=1C=CC=CC1)C=1C=CC=CC1 (Pd(PPh3)4). Solvent: COCCOC (DME). Reaction conditions: temperature 110 celsius. Product: BrC=1N=C(N(C1Br)COCC[Si](C)(C)C)C1=CC=C(C=C1)F (4,5-dibromo-2-(4-fluorophenyl)-1-((2-(trimethylsilyl)ethoxy)methyl)-1H-imidazole). Isolated yield 86.5%. As a reaction SMILES: Br[C:2]1[N:3]([CH2:9][O:10][CH2:11][CH2:12][Si:13]([CH3:16])([CH3:15])[CH3:14])[C:4]([Br:8])=[C:5]([Br:7])[N:6]=1.[F:17][C:18]1[CH:23]=[CH:22][C:21](B(O)O)=[CH:20][CH:19]=1.C([O-])([O-])=O.[Na+].[Na+]>C1C=CC([P]([Pd]([P](C2C=CC=CC=2)(C2C=CC=CC=2)C2C=CC=CC=2)([P](C2C=CC=CC=2)(C2C=CC=CC=2)C2C=CC=CC=2)[P](C2C=CC=CC=2)(C2C=CC=CC=2)C2C=CC=CC=2)(C2C=CC=CC=2)C2C=CC=CC=2)=CC=1.COCCOC>[Br:7][C:5]1[N:6]=[C:2]([C:21]2[CH:22]=[CH:23][C:18]([F:17])=[CH:19][CH:20]=2)[N:3]([CH2:9][O:10][CH2:11][CH2:12][Si:13]([CH3:16])([CH3:15])[CH3:14])[C:4]=1[Br:8] |f:2.3.4,^1:36,38,57,76|. Reported procedure: A microwave vial was charged with 2,4,5-tribromo-1-((2-(trimethylsilyl)ethoxy)methyl)-1H-imidazole (881 mg, 2.0 mmol, Example 2, Step 2), 4-fluorophenyl boronic acid (308 mg, 2.2 mmol), aqueous Na2CO3 solution (6 ml, 2.0 M, 12.0 mmol) and DME (12 ml). The mixture was sparged with argon for 15 min, followed by addition of Pd(PPh3)4 (120 mg, 0.1 mmol). The reaction vial was sealed and heated at 110° C. for 20 minutes in a microwave reactor; the reaction was deemed complete by LCMS. The reaction mi... Starting materials: O=C([O-])[O-], FC(F)(F)CCCCCCCCCCCCCCCBr, [K+], [K+], CCOC(=O)C=Cc1ccc(N)cc1, O. The product is CCOC(=O)C=Cc1ccc(NCCCCCCCCCCCCCCCC(F)(F)F)cc1. As a reaction SMILES: [C:35](=[O:36])([O-:37])[O-:38].[F:15][C:16]([CH2:17][CH2:18][CH2:19][CH2:20][CH2:21][CH2:22][CH2:23][CH2:24][CH2:25][CH2:26][CH2:27][CH2:28][CH2:29][CH2:30][CH2:31][Br:32])([F:33])[F:34].[K+:39].[K+:40].[NH2:1][c:2]1[cH:3][cH:4][c:5]([CH:6]=[CH:7][C:8](=[O:9])[O:10][CH2:11][CH3:12])[cH:13][cH:14]1.[OH2:41]>>[NH:1]([c:2]1[cH:3][cH:4][c:5]([CH:6]=[CH:7][C:8](=[O:9])[O:10][CH2:11][CH3:12])[cH:13][cH:14]1)[CH2:31][CH2:30][CH2:29][CH2:28][CH2:27][CH2:26][CH2:25][CH2:24][CH2:23][CH2:22][CH2:21][CH2:20][CH2:19][CH2:18][CH2:17][C:16]([F:15])([F:33])[F:34].